This data is from the Open Reaction Database (ORD), a public repository of structured organic reaction records. The task is: describe an organic reaction: reactants, conditions, products, and yield The reactants are O (Water), ClC(C(=O)OCC)=O (Ethyl chlorooxoacetate), NC1=C(C=C(C=C1)Br)C(C)=O (1-(2-amino-5-bromophenyl)ethanone), N1=CC=CC=C1 (pyridine). Solvent: ClCCl (dichloromethane). Conditions: time 17 hour. Product: C(C)OC(C(=O)NC1=C(C=C(C=C1)Br)C(C)=O)=O (ethyl[(2-acetyl-4-bromophenyl)amino](oxo)acetate). Yield: 85.0%. As a reaction SMILES: Cl[C:2](=[O:8])[C:3]([O:5][CH2:6][CH3:7])=[O:4].[NH2:9][C:10]1[CH:15]=[CH:14][C:13]([Br:16])=[CH:12][C:11]=1[C:17](=[O:19])[CH3:18].N1C=CC=CC=1.O>ClCCl>[CH2:6]([O:5][C:3](=[O:4])[C:2]([NH:9][C:10]1[CH:15]=[CH:14][C:13]([Br:16])=[CH:12][C:11]=1[C:17](=[O:19])[CH3:18])=[O:8])[CH3:7]. Reported procedure: Ethyl chlorooxoacetate (352.7 μL, 3.15 mmol) was added to 1-(2-amino-5-bromophenyl)ethanone (519.8 mg, 2.43 mmol, Example 34c) and pyridine (589.1 μL, 7.28 mmol) in dichloromethane (8 mL) at 0° C. under argon and the reaction was allowed to warm to room temperature and stirred for 17 hours. Water was added, and the solution was extracted with diethyl ether. The organic layer was washed with 10% citric acid, then saturated sodium bicarbonate, dried over anhydrous magnesium sulfate, filtered, and ... Reactants: C[C@H](C(=O)N1C(OC[C@@H]1CC1=CC=CC=C1)=O)[C@H](C#C[Si](C)(C)C)O ((4S)-N-[(2S,3R)-2-methyl-3-hydroxy-5-trimethylsilyl-4-pentynoyl]-4-benzyl-2-oxazolidinone), KF•2H2O, C([O-])(O)=O.[Na+] (sodium bicarbonate). Solvent: CN(C=O)C (dimethylformamide). The product is C[C@H](C(=O)N1C(OC[C@@H]1CC1=CC=CC=C1)=O)[C@H](C#C)O ((4S)-N-[(2S,3R)-2-methyl-3-hydroxy-4-pentynoyl]-4-benzyl-2-oxazolidinone). The yield is 61.6%. Reaction SMILES: [CH3:1][C@@H:2]([C@@H:18]([OH:25])[C:19]#[C:20][Si](C)(C)C)[C:3]([N:5]1[C@@H:9]([CH2:10][C:11]2[CH:16]=[CH:15][CH:14]=[CH:13][CH:12]=2)[CH2:8][O:7][C:6]1=[O:17])=[O:4].C(=O)(O)[O-].[Na+]>CN(C)C=O>[CH3:1][C@@H:2]([C@@H:18]([OH:25])[C:19]#[CH:20])[C:3]([N:5]1[C@@H:9]([CH2:10][C:11]2[CH:16]=[CH:15][CH:14]=[CH:13][CH:12]=2)[CH2:8][O:7][C:6]1=[O:17])=[O:4] |f:1.2|. Reported procedure: A solution of (4S)-N-[(2S,3R)-2-methyl-3-hydroxy-5-trimethylsilyl-4-pentynoyl]-4-benzyl-2-oxazolidinone (0.13 g) in 3 mL of dimethylformamide was treated with 48% aqueous HF (2.6 uL) and KF•2H2O at ambient temperature for 100 min. Upon completion of the reaction, saturated aqueous sodium bicarbonate was added to neutralize the HF, and the mixture was extracted three times with equal portions of ether. The organic extracts were combined, filtered, and dried over MgSO4. Filtration and evaporation ...